From a dataset of the Open Reaction Database (ORD), a public repository of structured organic reaction records. describe an organic reaction: reactants, conditions, products, and yield The reactants are C(C=C)C=1C(=C2C(=C(C(NC2=C(C1)C)=O)C)C)O (6-Allyl-5-hydroxy-3,4,8-trimethylcarbostyril), BrN1C(CCC1=O)=O (N-bromosuccinimide). Solvent: C(Cl)(Cl)Cl (chloroform). Conditions: temperature 100 celsius. Product: BrCC1CC=2C(=C3C(=C(C(NC3=C(C2)C)=O)C)C)O1 (2-Bromomethyl-5,8,9-trimethyl-2,3,6,7-tetrahydrofuro-[2,3-f]quinoline-7-one). Isolated yield 79.1%. Reaction SMILES: [CH2:1]([C:4]1[C:5]([OH:18])=[C:6]2[C:11](=[C:12]([CH3:14])[CH:13]=1)[NH:10][C:9](=[O:15])[C:8]([CH3:16])=[C:7]2[CH3:17])[CH:2]=[CH2:3].[Br:19]N1C(=O)CCC1=O>C(Cl)(Cl)Cl>[Br:19][CH2:3][CH:2]1[O:18][C:5]2=[C:6]3[C:11](=[C:12]([CH3:14])[CH:13]=[C:4]2[CH2:1]1)[NH:10][C:9](=[O:15])[C:8]([CH3:16])=[C:7]3[CH3:17]. Procedure details: 6-Allyl-5-hydroxy-3,4,8-trimethylcarbostyril (1.01 g, 4.16 mmol) was dissolved in chloroform (50 ml). To the obtained solution, N-bromosuccinimide (888 mg, 4.99 mmol) was added. The mixture was refluxed with in a bath of 100° C. for 1.5 hours. The reaction mixture was cooled, washed with saturated aqueous NaCl solution and dried. The solvent was distilled off under reduced pressure. The residue was recrystallized from chloroform--ether to obtain 1.06 g of the title compound as yellow needles (79... The reactants are CC(=O)OCN1C(=O)c2c(C)cccc2S1(=O)=O, CC(=O)OC(C)=O, CCCCCC, O=C1c2c(Cl)cccc2S(=O)(=O)N1CO, O=S(=O)(O)O. Product: CC(=O)OCN1C(=O)c2c(Cl)cccc2S1(=O)=O. Reaction SMILES: [C:1]([CH3:2])(=[O:3])[O:4][CH2:5][N:6]1[S:7](=[O:8])(=[O:9])[c:10]2[cH:11][cH:12][cH:13][c:14]([CH3:18])[c:15]2[C:16]1=[O:17].[CH3:34][C:35]([O:36][C:37](=[O:38])[CH3:39])=[O:40].[CH3:46][CH2:47][CH2:48][CH2:49][CH2:50][CH3:51].[OH:19][CH2:20][N:21]1[C:22](=[O:23])[c:24]2[c:25]([cH:26][cH:27][cH:28][c:29]2[Cl:33])[S:30]1(=[O:31])=[O:32].[S:41](=[O:42])(=[O:43])([OH:44])[OH:45]>>[C:1]([CH3:2])(=[O:3])[O:4][CH2:5][N:6]1[S:7](=[O:8])(=[O:9])[c:10]2[cH:11][cH:12][cH:13][c:14]([Cl:33])[c:15]2[C:16]1=[O:17].